Dataset: the Open Reaction Database (ORD), a public repository of structured organic reaction records. Task: describe an organic reaction: reactants, conditions, products, and yield Starting materials: Br, [BH3-]C#N, COc1cc2c(cc1OCc1ccccc1)C(C1(c3ccsc3C)CCC1)=NCC2, CC(=O)O, CC(C)O, CO, [Na+]. Yields the product COc1cc2c(cc1OCc1ccccc1)C(C1(c3ccsc3C)CCC1)NCC2. Reaction SMILES: [BrH:39].[C:1]([BH3-:2])#[N:3].[CH2:5]([c:6]1[cH:7][cH:8][cH:9][cH:10][cH:11]1)[O:12][c:13]1[c:14]([O:33][CH3:34])[cH:15][c:16]2[c:21]([cH:22]1)[C:20]([C:23]1([c:27]3[c:28]([CH3:32])[s:29][cH:30][cH:31]3)[CH2:24][CH2:25][CH2:26]1)=[N:19][CH2:18][CH2:17]2.[CH3:35][C:36](=[O:37])[OH:38].[CH3:40][CH:41]([OH:42])[CH3:43].[CH3:44][OH:45].[Na+:4]>>[CH2:5]([c:6]1[cH:7][cH:8][cH:9][cH:10][cH:11]1)[O:12][c:13]1[c:14]([O:33][CH3:34])[cH:15][c:16]2[c:21]([cH:22]1)[CH:20]([C:23]1([c:27]3[c:28]([CH3:32])[s:29][cH:30][cH:31]3)[CH2:24][CH2:25][CH2:26]1)[NH:19][CH2:18][CH2:17]2. The reactants are NC1=C2C(=NC=N1)N(N=C2C2=C(C=C(C=C2)OC2=CC=CC=C2)F)[C@H]2CN(CCC2)C(=O)C(C#N)=CC(C)(C)N2CC(C2)O[Si](C2=CC=CC=C2)(C2=CC=CC=C2)C(C)(C)C (2-((R)-3-(4-amino-3-(2-fluoro-4-phenoxyphenyl)-1H-pyrazolo[3,4-d]pyrimidin-1-yl)piperidine-1-carbonyl)-4-(3-(tert-butyldiphenylsilyloxy)azetidin-1-yl)-4-methylpent-2-enenitrile), CCCC[N+](CCCC)(CCCC)CCCC.[F-] (TBAF). Solvent: C1CCOC1 (THF), C1CCOC1 (THF). Run at time 8 hour. Product: NC1=C2C(=NC=N1)N(N=C2C2=C(C=C(C=C2)OC2=CC=CC=C2)F)[C@H]2CN(CCC2)C(=O)C(C#N)=CC(C)(C)N2CC(C2)O (2-((R)-3-(4-amino-3-(2-fluoro-4-phenoxyphenyl)-1H-pyrazolo[3,4-d]pyrimidin-1-yl)piperidine-1-carbonyl)-4-(3-hydroxyazetidin-1-yl)-4-methylpent-2-enenitrile). As a reaction SMILES: [NH2:1][C:2]1[N:7]=[CH:6][N:5]=[C:4]2[N:8]([C@@H:25]3[CH2:30][CH2:29][CH2:28][N:27]([C:31]([C:33](=[CH:36][C:37]([N:40]4[CH2:43][CH:42]([O:44][Si](C(C)(C)C)(C5C=CC=CC=5)C5C=CC=CC=5)[CH2:41]4)([CH3:39])[CH3:38])[C:34]#[N:35])=[O:32])[CH2:26]3)[N:9]=[C:10]([C:11]3[CH:16]=[CH:15][C:14]([O:17][C:18]4[CH:23]=[CH:22][CH:21]=[CH:20][CH:19]=4)=[CH:13][C:12]=3[F:24])[C:3]=12.CCCC[N+](CCCC)(CCCC)CCCC.[F-]>C1COCC1>[NH2:1][C:2]1[N:7]=[CH:6][N:5]=[C:4]2[N:8]([C@@H:25]3[CH2:30][CH2:29][CH2:28][N:27]([C:31]([C:33](=[CH:36][C:37]([N:40]4[CH2:43][CH:42]([OH:44])[CH2:41]4)([CH3:39])[CH3:38])[C:34]#[N:35])=[O:32])[CH2:26]3)[N:9]=[C:10]([C:11]3[CH:16]=[CH:15][C:14]([O:17][C:18]4[CH:23]=[CH:22][CH:21]=[CH:20][CH:19]=4)=[CH:13][C:12]=3[F:24])[C:3]=12 |f:1.2|. Procedure: To a solution of 2-((R)-3-(4-amino-3-(2-fluoro-4-phenoxyphenyl)-1H-pyrazolo[3,4-d]pyrimidin-1-yl)piperidine-1-carbonyl)-4-(3-(tert-butyldiphenylsilyloxy)azetidin-1-yl)-4-methylpent-2-enenitrile (300 mg, 0.36 mmol, 1.0 equiv) in THF (8 mL) was added a solution of 1 M TBAF in THF (0.432 mL, 0.432 mmoL). The resulting mixture was stirred at rt overnight. The mixture was concentrated and the crude product was purified by prep-HPLC eluting with CH3CN/H2O (0.05% TFA). The organic phase was removed und... The reactants are C[O-].[K+] (potassium methylate), OCCCCCCCCSCCCCCC(=O)O (15-hydroxy-7-thiapentadecanoic acid), [OH-].[K+] (potassium hydroxide), C[O-].[K+] (potassium methylate), O (water). Solvent: OCC(O)CO (glycerol), OCC(O)CO (glycerol). Run at temperature 153 celsius. Yields the product C1(CCCCCSCCCCCCCCO1)=O (7-Thia-15-pentadecanolide). Reaction SMILES: O[CH2:2][CH2:3][CH2:4][CH2:5][CH2:6][CH2:7][CH2:8][CH2:9][S:10][CH2:11][CH2:12][CH2:13][CH2:14][CH2:15][C:16]([OH:18])=[O:17].[OH-].[K+].C[O-].[K+].O>OCC(CO)O>[C:16]1(=[O:17])[O:18][CH2:2][CH2:3][CH2:4][CH2:5][CH2:6][CH2:7][CH2:8][CH2:9][S:10][CH2:11][CH2:12][CH2:13][CH2:14][CH2:15]1 |f:1.2,3.4|. Procedure details: 22 g of crude 15-hydroxy-7-thiapentadecanoic acid (9, n=3, m=7, R=H) was treated with 0.45 ml (4.0 mmol) of 50 percent potassium hydroxide solution and byproducts were distilled off at 180° C./20-23 mbar for 1 h. Thereupon, the reaction vessel was fitted with a condenser and separator and 1.2 g (17 mmol) of potassium methylate in 300 ml of anhydrous glycerol was added to the reaction mixture. The mixture was heated to reflux at 153° C./4-6 mbar over the separator for 2 d., with 1.2 g (17 mmol) o... Starting materials: O=CCCN1N=CC2=CC=C(C=C12)NC(CC1=CC=C(C=C1)OC1=CC=CC=C1)=O (N-[1-(3-oxopropyl)-1H-indazol-6-yl]-2-(4-phenoxyphenyl)acetamide), CC1CNCCC1 (3-methylpiperidine), C(C)(=O)O (acetic acid). Run in CO (methanol). Conditions: time 18 hour. Yields the product CC1CN(CCC1)CCCN1N=CC2=CC=C(C=C12)NC(CC1=CC=C(C=C1)OC1=CC=CC=C1)=O (N-{1-[3-(3-methylpiperidin-1-yl)propyl]-1H-indazol-6-yl}-2-(4-phenoxyphenyl)acetamide). Reaction SMILES: O=[CH:2][CH2:3][CH2:4][N:5]1[C:13]2[C:8](=[CH:9][CH:10]=[C:11]([NH:14][C:15](=[O:30])[CH2:16][C:17]3[CH:22]=[CH:21][C:20]([O:23][C:24]4[CH:29]=[CH:28][CH:27]=[CH:26][CH:25]=4)=[CH:19][CH:18]=3)[CH:12]=2)[CH:7]=[N:6]1.[CH3:31][CH:32]1[CH2:37][CH2:36][CH2:35][NH:34][CH2:33]1.C(O)(=O)C>CO>[CH3:31][CH:32]1[CH2:37][CH2:36][CH2:35][N:34]([CH2:2][CH2:3][CH2:4][N:5]2[C:13]3[C:8](=[CH:9][CH:10]=[C:11]([NH:14][C:15](=[O:30])[CH2:16][C:17]4[CH:18]=[CH:19][C:20]([O:23][C:24]5[CH:29]=[CH:28][CH:27]=[CH:26][CH:25]=5)=[CH:21][CH:22]=4)[CH:12]=3)[CH:7]=[N:6]2)[CH2:33]1. Reported procedure: To a mixture of N-[1-(3-oxopropyl)-1H-indazol-6-yl]-2-(4-phenoxyphenyl)acetamide (20 mg, 0.05 mmol) and 3-methylpiperidine (10 mg, 0.10 mmol) in methanol containing 2% v/v acetic acid (1 mL) was added and MP-CNBH3 (52 mg, 0.065 mmol). The mixture was shaken at 40 C for 18 hours, cooled to room temperature and filtered, eluting with additional methanol (3×0.5 mL). The filtrate was concentrated under reduced pressure and was purified by RP-HPLC to provide the title compound. 1H NMR (300 MHz, DMSO-... Reactants: CCCSC1CCC(=O)N1, CCCCCC, [Li]CCCC, C1CCOC1, O=S(=O)(Cl)c1ccccc1. The product is CCCSC1CCC(=O)N1S(=O)(=O)c1ccccc1. Reaction SMILES: [CH2:1]([CH2:2][CH3:3])[S:4][CH:5]1[CH2:6][CH2:7][C:8](=[O:10])[NH:9]1.[CH3:31][CH2:32][CH2:33][CH2:34][CH2:35][CH3:36].[Li:11][CH2:12][CH2:13][CH2:14][CH3:15].[O:26]1[CH2:27][CH2:28][CH2:29][CH2:30]1.[c:16]1([S:22](=[O:23])(=[O:24])[Cl:25])[cH:17][cH:18][cH:19][cH:20][cH:21]1>>[CH2:1]([CH2:2][CH3:3])[S:4][CH:5]1[CH2:6][CH2:7][C:8](=[O:10])[N:9]1[S:22]([c:16]1[cH:17][cH:18][cH:19][cH:20][cH:21]1)(=[O:23])=[O:24]. Reactants: Cl (HCl), [H-].C(C(C)C)[Al+]CC(C)C (Diisobutylaluminum hydride), COC1=CC=2CC[C@H]3[C@@H]4C(C[C@@H]([C@@]4(C)CC[C@@H]3C2C=C1)O)(C)C (3-Methoxy-15,15-dimethylestra-1,3,5(10)-trien-17β-ol), [Cl-].[NH4+] (ammonium chloride). RXN SMILES: [H-].C([Al+]CC(C)C)C(C)C.C[O:12][C:13]1[CH:30]=[CH:29][C:28]2[C@@H:27]3[C@H:18]([C@H:19]4[C@@:23]([CH2:25][CH2:26]3)([CH3:24])[C@@H:22]([OH:31])[CH2:21][C:20]4([CH3:33])[CH3:32])[CH2:17][CH2:16][C:15]=2[CH:14]=1.[Cl-].[NH4+].Cl>C1(C)C=CC=CC=1.C(OCC)(=O)C>[CH3:32][C:20]1([CH3:33])[C@H:19]2[C@H:18]3[C@H:27]([CH2:26][CH2:25][C@:23]2([CH3:24])[C@@H:22]([OH:31])[CH2:21]1)[C:28]1[CH:29]=[CH:30][C:13]([OH:12])=[CH:14][C:15]=1[CH2:16][CH2:17]3 |f:0.1,3.4|. The solvent is C(C)(=O)OCC (ethyl acetate), C(C)(=O)OCC (ethyl acetate), C1(=CC=CC=C1)C (toluene). Yields the product CC1(C[C@@H]([C@]2(C)[C@@H]1[C@@H]1CCC=3C=C(C=CC3[C@H]1CC2)O)O)C (15,15-dimethylestra-1,3,5 (10)-triene-3,17β-diol). Reported procedure: Representative Procedure: Diisobutylaluminum hydride (0.5 ml; 1.5M; 0.75 mmol) was added to a solution of the 15,15-dimethyl-17β-alcohol (12) in dry toluene (5 ml). The solution was heated to refluxing temperature for 24 h. The mixture was cooled to 0° C., saturated aqueous ammonium chloride was added, and the aqueous phase was further acidified with dilute HCl. The standard work-up (ethyl acetate) gave 15,15-dimethylestra-1,3,5 (10)-triene-3,17β-diol (16) (43 mg; 90%), m.p. 167-170 (from ethyl ... Yield: 90.0%. Run at temperature 0 celsius.